The task is: describe an organic reaction: reactants, conditions, products, and yield. This data is from the Open Reaction Database (ORD), a public repository of structured organic reaction records. The reactants are C(=O)(OC(C)(C)C)N[C@H](CO)C#C ((S)-N-Boc-2-amino-but-3-yn-1-ol), N1C=NC=C1 (imidazole), [Si](C)(C)(C(C)(C)C)Cl (tert-butyldimethylsilyl chloride). Solvent: C(Cl)Cl (CH2Cl2). The product is C(=O)(OC(C)(C)C)N[C@H](CO[Si](C)(C)C(C)(C)C)C#C ((S)-N-Boc-2-amino-1(-tert-butyldimethylsilyloxy)-but-3-yne). RXN SMILES: [C:1]([NH:8][C@@H:9]([C:12]#[CH:13])[CH2:10][OH:11])([O:3][C:4]([CH3:7])([CH3:6])[CH3:5])=[O:2].N1C=CN=C1.[Si:19](Cl)([C:22]([CH3:25])([CH3:24])[CH3:23])([CH3:21])[CH3:20]>C(Cl)Cl>[C:1]([NH:8][C@@H:9]([C:12]#[CH:13])[CH2:10][O:11][Si:19]([C:22]([CH3:25])([CH3:24])[CH3:23])([CH3:21])[CH3:20])([O:3][C:4]([CH3:5])([CH3:6])[CH3:7])=[O:2]. Procedure: (S)-N-Boc-2-amino-1(-tert-butyldimethylsilyloxy)-but-3-yne was prepared by the treatment of (S)-N-Boc-2-amino-but-3-yn-1-ol (120 mg, 0.65 mmol) (Example 115A above) with imidazole (110 mg, 1.29 mmol) (Aldrich) and tert-butyldimethylsilyl chloride (120 mg, 0.77 mmol) (Fluka) in CH2Cl2 (10 mL) according to the procedure described above in Example 104B. (Yield 190 mg, 98%). Starting materials: O=C([O-])[O-], CC1(C)CNCCC1=O, COc1cc(F)ccc1[N+](=O)[O-], [K+], [K+], CN(C)C=O. Yields the product COc1cc(N2CCC(=O)C(C)(C)C2)ccc1[N+](=O)[O-]. RXN SMILES: [C:22](=[O:23])([O-:24])[O-:25].[CH3:13][C:14]1([CH3:21])[CH2:15][NH:16][CH2:17][CH2:18][C:19]1=[O:20].[F:1][c:2]1[cH:3][c:4]([O:11][CH3:12])[c:5]([N+:8](=[O:9])[O-:10])[cH:6][cH:7]1.[K+:26].[K+:27].[O:28]=[CH:29][N:30]([CH3:31])[CH3:32]>>[c:2]1([N:16]2[CH2:15][C:14]([CH3:13])([CH3:21])[C:19](=[O:20])[CH2:18][CH2:17]2)[cH:3][c:4]([O:11][CH3:12])[c:5]([N+:8](=[O:9])[O-:10])[cH:6][cH:7]1. Starting materials: BrC=1C=C(C(=NC1)C#N)NC1=NC(=CC(=C1)C)C (5-bromo-3-[(4,6-dimethylpyridin-2-yl)amino]pyridine-2-carbonitrile), CC1(C2=C(C(=CC=C2)P(C3=CC=CC=C3)C4=CC=CC=C4)OC5=C(C=CC=C51)P(C6=CC=CC=C6)C7=CC=CC=C7)C (Xantphos), C([O-])([O-])=O.[Cs+].[Cs+] (cesium carbonate), COC1=C(CN)C=CC(=C1)OC (2,4-Dimethoxybenzylamine). Reagents/catalysts: C=1C=CC(=CC1)/C=C/C(=O)/C=C/C2=CC=CC=C2.C=1C=CC(=CC1)/C=C/C(=O)/C=C/C2=CC=CC=C2.C=1C=CC(=CC1)/C=C/C(=O)/C=C/C2=CC=CC=C2.[Pd].[Pd] (Pd2(dba)3). Run in O1CCOCC1 (dioxane), C(C)(=O)OCC (ethyl acetate), O (water). Reaction conditions: temperature 100 celsius. The product is COC1=C(CNC=2C=C(C(=NC2)C#N)NC2=NC(=CC(=C2)C)C)C=CC(=C1)OC (5-[(2,4-dimethoxybenzyl)amino]-3-[(4,6-dimethylpyridin-2-yl)amino]pyridine-2-carbonitrile). As a reaction SMILES: Br[C:2]1[CH:3]=[C:4]([NH:10][C:11]2[CH:16]=[C:15]([CH3:17])[CH:14]=[C:13]([CH3:18])[N:12]=2)[C:5]([C:8]#[N:9])=[N:6][CH:7]=1.CC1(C)C2C(=C(P(C3C=CC=CC=3)C3C=CC=CC=3)C=CC=2)OC2C(P(C3C=CC=CC=3)C3C=CC=CC=3)=CC=CC1=2.C(=O)([O-])[O-].[Cs+].[Cs+].[CH3:67][O:68][C:69]1[CH:76]=[C:75]([O:77][CH3:78])[CH:74]=[CH:73][C:70]=1[CH2:71][NH2:72]>O1CCOCC1.C(OCC)(=O)C.O.C1C=CC(/C=C/C(/C=C/C2C=CC=CC=2)=O)=CC=1.C1C=CC(/C=C/C(/C=C/C2C=CC=CC=2)=O)=CC=1.C1C=CC(/C=C/C(/C=C/C2C=CC=CC=2)=O)=CC=1.[Pd].[Pd]>[CH3:67][O:68][C:69]1[CH:76]=[C:75]([O:77][CH3:78])[CH:74]=[CH:73][C:70]=1[CH2:71][NH:72][C:2]1[CH:3]=[C:4]([NH:10][C:11]2[CH:16]=[C:15]([CH3:17])[CH:14]=[C:13]([CH3:18])[N:12]=2)[C:5]([C:8]#[N:9])=[N:6][CH:7]=1 |f:2.3.4,9.10.11.12.13|. Procedure: To a flask was added 5-bromo-3-[(4,6-dimethylpyridin-2-yl)amino]pyridine-2-carbonitrile (PrepEx 1.4) (500 mg, 1.65 mmol), Xantphos (95 mg, 0.17 mmol), Pd2(dba)3 (121 mg, 0.133 mmol) and cesium carbonate (1.08 g, 3.30 mmol). A solution of 2,4-Dimethoxybenzylamine (276 mg, 1.65 mmol) in degassed dioxane (16.5 mL) was added to the flask. The reaction was heated to 100° C. for one hour. The reaction mixture was cooled to room temperature, diluted with ethyl acetate and water, and the organic layer w... The reactants are CN1CCN(CC1)C1=CC=C2C=C(N(C2=C1)S(=O)(=O)C1=CC=C(C=C1)C)[Sn](CCCC)(CCCC)CCCC (6-(4-Methyl-piperazin-1-yl)-1-(toluene-4-sulfonyl)-2-tributylstannanyl-1H-indole), BrC1=CC(=C(N)C=C1)[N+](=O)[O-] (4-bromo-2-nitroaniline). Reagents/catalysts: C=1C=CC(=CC1)[P](C=2C=CC=CC2)(C=3C=CC=CC3)[Pd]([P](C=4C=CC=CC4)(C=5C=CC=CC5)C=6C=CC=CC6)([P](C=7C=CC=CC7)(C=8C=CC=CC8)C=9C=CC=CC9)[P](C=1C=CC=CC1)(C=1C=CC=CC1)C=1C=CC=CC1 (Pd(PPh3)4). The solvent is CN(C)C=O (DMF). Reaction conditions: temperature 100 celsius. Yields the product CN1CCN(CC1)C1=CC=C2C=C(N(C2=C1)S(=O)(=O)C1=CC=C(C=C1)C)C1=CC(=C(C=C1)N)[N+](=O)[O-] (4-[6-(4-Methyl-piperazin-1-yl)-1-(toluene-4-sulfonyl)-1H-indol-2-yl]-2-nitro-phenylamine). Reaction SMILES: [CH3:1][N:2]1[CH2:7][CH2:6][N:5]([C:8]2[CH:16]=[C:15]3[C:11]([CH:12]=[C:13]([Sn](CCCC)(CCCC)CCCC)[N:14]3[S:17]([C:20]3[CH:25]=[CH:24][C:23]([CH3:26])=[CH:22][CH:21]=3)(=[O:19])=[O:18])=[CH:10][CH:9]=2)[CH2:4][CH2:3]1.Br[C:41]1[CH:47]=[CH:46][C:44]([NH2:45])=[C:43]([N+:48]([O-:50])=[O:49])[CH:42]=1>CN(C=O)C.C1C=CC([P]([Pd]([P](C2C=CC=CC=2)(C2C=CC=CC=2)C2C=CC=CC=2)([P](C2C=CC=CC=2)(C2C=CC=CC=2)C2C=CC=CC=2)[P](C2C=CC=CC=2)(C2C=CC=CC=2)C2C=CC=CC=2)(C2C=CC=CC=2)C2C=CC=CC=2)=CC=1>[CH3:1][N:2]1[CH2:7][CH2:6][N:5]([C:8]2[CH:16]=[C:15]3[C:11]([CH:12]=[C:13]([C:41]4[CH:47]=[CH:46][C:44]([NH2:45])=[C:43]([N+:48]([O-:50])=[O:49])[CH:42]=4)[N:14]3[S:17]([C:20]3[CH:25]=[CH:24][C:23]([CH3:26])=[CH:22][CH:21]=3)(=[O:18])=[O:19])=[CH:10][CH:9]=2)[CH2:4][CH2:3]1 |^1:59,61,80,99|. Reported procedure: 6-(4-Methyl-piperazin-1-yl)-1-(toluene-4-sulfonyl)-2-tributylstannanyl-1H-indole (crude) (5.0 g, 7.6 mmol) and 4-bromo-2-nitroaniline (2.05 g, 9.5 mmol) in DMF (50 mL) were placed in a RB flask followed by evacuating and flushing with nitrogen. Pd(PPh3)4 (0.22 g, 0.19 mmol) was added and under nitrogen was heated to 100° C., overnight. Analysis after this period indicated that all starting material had been consumed. Workup was by diluting with EtOAc (200 ml) and repeatedly washing with sat NH4C... The reactants are Nc1ccc(O)ccc1=O, COC(=O)C1=C(O)c2ccccc2S(=O)(=O)N1C, Cc1ccccc1C. Product: CN1C(C(=O)Nc2ccc(O)ccc2=O)=C(O)c2ccccc2S1(=O)=O. RXN SMILES: [NH2:19][c:20]1[c:21](=[O:28])[cH:22][cH:23][c:24]([OH:27])[cH:25][cH:26]1.[OH:1][C:2]1=[C:3]([C:15]([O:17][CH3:16])=[O:18])[N:4]([CH3:14])[S:5](=[O:12])(=[O:13])[c:6]2[c:7]1[cH:8][cH:9][cH:10][cH:11]2.[c:29]1([CH3:30])[c:31]([CH3:32])[cH:33][cH:34][cH:35][cH:36]1>>[OH:1][C:2]1=[C:3]([C:15](=[O:17])[NH:19][c:20]2[c:21](=[O:28])[cH:22][cH:23][c:24]([OH:27])[cH:25][cH:26]2)[N:4]([CH3:14])[S:5](=[O:12])(=[O:13])[c:6]2[c:7]1[cH:8][cH:9][cH:10][cH:11]2. RXN SMILES: [CH3:1][C:2]1[CH:7]=[C:6]([N+:8]([O-:10])=[O:9])[CH:5]=[CH:4][C:3]=1[OH:11].[Si:12](Cl)([C:15]([CH3:18])([CH3:17])[CH3:16])([CH3:14])[CH3:13]>CN(C=O)C>[C:15]([Si:12]([CH3:14])([CH3:13])[O:11][C:3]1[CH:4]=[CH:5][C:6]([N+:8]([O-:10])=[O:9])=[CH:7][C:2]=1[CH3:1])([CH3:18])([CH3:17])[CH3:16]. Reported procedure: A mixture of 2-methyl-4-nitrophenol (3.0 g, 19.6 mmol), TBS-Cl (3.0 g, 19.6 mmol), and TEA (2.2 g, 21.6 mmol) in DMF (30 mL) stirred at ambient temperature for 16 h. The mixture was partitioned between 10% aqueous sodium bicarbonate solution (100 mL) and ethyl acetate (100 mL), and the aqueous layer was extracted with ethyl acetate (100 mL). The combined organic layers were washed with 10% aqueous sodium bicarbonate (3×100 mL) and water (100 mL), and evaporated under vacuum. The residue was chro... Isolated yield 74.4%. Conditions: time 16 hour. Run in CN(C)C=O (DMF). Reactants: CC1=C(C=CC(=C1)[N+](=O)[O-])O (2-methyl-4-nitrophenol), [Si](C)(C)(C(C)(C)C)Cl (TBS-Cl), TEA. The product is C(C)(C)(C)[Si](OC1=C(C=C(C=C1)[N+](=O)[O-])C)(C)C (tert-butyldimethyl(2-methyl-4-nitrophenoxy)silane).